This data is from the Open Reaction Database (ORD), a public repository of structured organic reaction records. The task is: describe an organic reaction: reactants, conditions, products, and yield Reactants: C=1N=CN2C1C(CCC2)=O (6,7-dihydro-5H-imidazo[1,5-a]pyridin-8-one), BrC1=COC2=C1C=CC=C2F (3-bromo-7-fluorobenzofuran). Product: FC1=CC=CC=2C(=COC21)C2(C=1N(CCC2)C=NC1)O (8-(7-Fluorobenzofuran-3-yl)5,6,7,8-tetrahydroimidazo[1,5-a]pyridin-8-ol). Reaction SMILES: [CH:1]1[N:2]=[CH:3][N:4]2[CH2:9][CH2:8][CH2:7][C:6](=[O:10])[C:5]=12.Br[C:12]1[C:16]2[CH:17]=[CH:18][CH:19]=[C:20]([F:21])[C:15]=2[O:14][CH:13]=1>>[F:21][C:20]1[C:15]2[O:14][CH:13]=[C:12]([C:6]3([OH:10])[CH2:7][CH2:8][CH2:9][N:4]4[CH:3]=[N:2][CH:1]=[C:5]34)[C:16]=2[CH:17]=[CH:18][CH:19]=1. Reported procedure: starting from 6,7-dihydro-5H-imidazo[1,5-a]pyridin-8-one [426219-51-4] and 3-bromo-7-fluorobenzofuran [1288851-92-3].